From a dataset of the Open Reaction Database (ORD), a public repository of structured organic reaction records. describe an organic reaction: reactants, conditions, products, and yield The reactants are S(=O)(Cl)Cl (thionyl chloride), C1(CCCC1)CC(=O)C1=CC=C(C=C1)CO (2-Cyclopentyl 1-[4-(Hydroxymethyl)Phenyl]Ethanone), C(=O)([O-])[O-].[K+].[K+] (K2CO3). Run in C1=CC=CC=C1 (benzene). Yields the product ClCC1=CC=C(C=C1)C(CC1CCCC1)=O (1-[4-(Chloromethyl)Phenyl]-2-Cyclopentylethanone). Isolated yield 58.1%. RXN SMILES: [CH:1]1([CH2:6][C:7]([C:9]2[CH:14]=[CH:13][C:12]([CH2:15]O)=[CH:11][CH:10]=2)=[O:8])[CH2:5][CH2:4][CH2:3][CH2:2]1.S(Cl)([Cl:19])=O.C([O-])([O-])=O.[K+].[K+]>C1C=CC=CC=1>[Cl:19][CH2:15][C:12]1[CH:13]=[CH:14][C:9]([C:7](=[O:8])[CH2:6][CH:1]2[CH2:5][CH2:4][CH2:3][CH2:2]2)=[CH:10][CH:11]=1 |f:2.3.4|. Procedure: The product of Example F (450 mg, 0.002 mole) was dissolved in 5 mls of benzene and 250 mg of thionyl chloride was added. The mixture was refluxed for one hour. After cooling, the solution was poured into dilute K2CO3 and extracted with ethyl acetate. The organic phase was dried over Na2SO4, stripped and chromatographed on silica gel using 5% ethyl acetate/hexane as the eluent to give 275 mg of the title compound as an oil (56% yield).